The task is: describe an organic reaction: reactants, conditions, products, and yield. This data is from the Open Reaction Database (ORD), a public repository of structured organic reaction records. Starting materials: C(C(C)C)OC(=O)Cl (isobutylchloroformate), CS(=O)(=O)C1=CC=C(C=C1)C=1C(=C2C=CC(=CC2=CC1)O)OC1=CC=C(C=C1)OCCN1CCCCC1 (6-(4-Methanesulfonyl-phenyl)-5-[4-(2-piperidin-1-yl-ethoxy)-phenoxy]-naphthalen-2-ol), CCOCC (ether). Run in ClCCl (dichloromethane). Conditions: time 10 minute. Product: CS(=O)(=O)C1=CC=C(C=C1)C=1C(=C2C=CC(=CC2=CC1)OC(OCC(C)C)=O)OC1=CC=C(C=C1)OCCN1CCCCC1 (Carbonic acid isobutyl ester 6-(4-methanesulfonyl-phenyl)-5-[4-(2-piperidin-1-yl-ethoxy)-phenoxy]-naphthalen-2-yl ester). The yield is 73.2%. As a reaction SMILES: [CH3:1][S:2]([C:5]1[CH:10]=[CH:9][C:8]([C:11]2[C:12]([O:22][C:23]3[CH:28]=[CH:27][C:26]([O:29][CH2:30][CH2:31][N:32]4[CH2:37][CH2:36][CH2:35][CH2:34][CH2:33]4)=[CH:25][CH:24]=3)=[C:13]3[C:18](=[CH:19][CH:20]=2)[CH:17]=[C:16]([OH:21])[CH:15]=[CH:14]3)=[CH:7][CH:6]=1)(=[O:4])=[O:3].[CH2:38]([O:42][C:43](Cl)=[O:44])[CH:39]([CH3:41])[CH3:40].CCOCC>ClCCl>[CH3:1][S:2]([C:5]1[CH:6]=[CH:7][C:8]([C:11]2[C:12]([O:22][C:23]3[CH:28]=[CH:27][C:26]([O:29][CH2:30][CH2:31][N:32]4[CH2:37][CH2:36][CH2:35][CH2:34][CH2:33]4)=[CH:25][CH:24]=3)=[C:13]3[C:18](=[CH:19][CH:20]=2)[CH:17]=[C:16]([O:21][C:43](=[O:44])[O:42][CH2:38][CH:39]([CH3:41])[CH3:40])[CH:15]=[CH:14]3)=[CH:9][CH:10]=1)(=[O:4])=[O:3]. Reported procedure: Dissolve the compound of Example 3 (120 mg, 0.23 mmol) in dichloromethane (3 mL) and add isobutylchloroformate (38 μL, 0.30 mmol) dropwise. After stirring for 10 minutes, pour the reaction into vigorously stirred ether (10 mL) and filter. Dissolve the solids in dichloromethane (10 mL) and wash with saturated aqueous sodium bicarbonate. Dry the organic layer with sodium sulfate, filter and concentrate in vacuo. Chromatograph the residue on a SiO2 column eluting with methanol in dichloromethane (4...